From a dataset of the Open Reaction Database (ORD), a public repository of structured organic reaction records. describe an organic reaction: reactants, conditions, products, and yield The reactants are [BH4-], CC(C)O, Cl, [Na+], O=C1CCC(C2CCC(CCC3OCCO3)CC2)CC1. The product is OC1CCC(C2CCC(CCC3OCCO3)CC2)CC1. As a reaction SMILES: [BH4-:1].[CH:23]([OH:24])([CH3:25])[CH3:26].[ClH:27].[Na+:2].[O:3]1[CH:4]([CH2:8][CH2:9][CH:10]2[CH2:11][CH2:12][CH:13]([CH:16]3[CH2:17][CH2:18][C:19](=[O:22])[CH2:20][CH2:21]3)[CH2:14][CH2:15]2)[O:5][CH2:6][CH2:7]1>>[O:3]1[CH:4]([CH2:8][CH2:9][CH:10]2[CH2:11][CH2:12][CH:13]([CH:16]3[CH2:17][CH2:18][CH:19]([OH:22])[CH2:20][CH2:21]3)[CH2:14][CH2:15]2)[O:5][CH2:6][CH2:7]1. The reactants are CO, CCOC(C)=O, CCOC(=O)C1CCCN(C(=O)OC(C)(C)C)C1, NN, O. RXN SMILES: [CH3:22][OH:23].[CH3:24][CH2:25][O:26][C:27]([CH3:28])=[O:29].[N:1]1([C:12](=[O:13])[O:14][C:15]([CH3:16])([CH3:17])[CH3:18])[CH2:2][CH:3]([C:7](=[O:8])[O:9][CH2:10][CH3:11])[CH2:4][CH2:5][CH2:6]1.[NH2:20][NH2:21].[OH2:19]>>[N:1]1([C:12](=[O:13])[O:14][C:15]([CH3:16])([CH3:17])[CH3:18])[CH2:2][CH:3]([C:7](=[O:8])[NH:20][NH2:21])[CH2:4][CH2:5][CH2:6]1. The product is CC(C)(C)OC(=O)N1CCCC(C(=O)NN)C1. Reactants: Cl.CN(CCN1C2=C(S[C@H]([C@@H](C1=O)O)C1=CC=C(C=C1)OC)C1=CC=CC=C1C=C2)C ((±)-trans-5-[2-(dimethylamino)ethyl]-2,3-dihydro-3-hydroxy-2-(4-methoxyphenyl)naphtho[1,2-b]-1,4-thiazepin-4(5H)-one hydrochloride), C(C)(=O)OC(C)=O (acetic anhydride). Yields the product C(C)(=O)O[C@@H]1C(N(C2=C(S[C@H]1C1=CC=C(C=C1)OC)C1=CC=CC=C1C=C2)CCN(C)C)=O ((±)-trans-3-(acetyloxy)-2,3-dihydro-2-(4-methoxyphenyl)-5-[2-(dimethylamino)ethyl]naphtho[1,2-b]-1,4-thiazepin-4(5H)-one). Isolated yield 91.0%. As a reaction SMILES: Cl.[CH3:2][N:3]([CH3:31])[CH2:4][CH2:5][N:6]1[C:12](=[O:13])[C@@H:11]([OH:14])[C@H:10]([C:15]2[CH:20]=[CH:19][C:18]([O:21][CH3:22])=[CH:17][CH:16]=2)[S:9][C:8]2[C:23]3[C:28]([CH:29]=[CH:30][C:7]1=2)=[CH:27][CH:26]=[CH:25][CH:24]=3.[C:32](OC(=O)C)(=[O:34])[CH3:33]>>[C:32]([O:14][C@H:11]1[C@H:10]([C:15]2[CH:16]=[CH:17][C:18]([O:21][CH3:22])=[CH:19][CH:20]=2)[S:9][C:8]2[C:23]3[C:28]([CH:29]=[CH:30][C:7]=2[N:6]([CH2:5][CH2:4][N:3]([CH3:2])[CH3:31])[C:12]1=[O:13])=[CH:27][CH:26]=[CH:25][CH:24]=3)(=[O:34])[CH3:33] |f:0.1|. Reported procedure: A mixture of 1.1 g of (±)-trans-5-[2-(dimethylamino)ethyl]-2,3-dihydro-3-hydroxy-2-(4-methoxyphenyl)naphtho[1,2-b]-1,4-thiazepin-4(5H)-one hydrochloride and 20 mL acetic anhydride was heated at 100° for 17 hours. The excess reagent was removed under reduced pressure and the residue was partitioned between ethyl acetate and dilute sodium hydroxide. The ethyl acetate solution was washed with brine and dried (magnesium sulfate). Removal of the solvent gave 1.0 g (91%) of (±)-trans-3-(acetyloxy)-2,3...